From a dataset of the Open Reaction Database (ORD), a public repository of structured organic reaction records. describe an organic reaction: reactants, conditions, products, and yield Reactants: [Br-], [Br-], [Br-], O=Cc1ccc(F)c(Br)c1, CCCC[N+](CCCC)(CCCC)CCCC, CCCC[N+](CCCC)(CCCC)CCCC, CCCC[N+](CCCC)(CCCC)CCCC, CCO, CCOC(OCC)OCC, [Na+], O=C([O-])O. Product: CCOC(OCC)c1ccc(F)c(Br)c1. RXN SMILES: [Br-:21].[Br-:22].[Br-:23].[Br:1][c:2]1[cH:3][c:4]([CH:5]=[O:6])[cH:7][cH:8][c:9]1[F:10].[CH2:24]([N+:25]([CH2:26][CH2:27][CH2:28][CH3:29])([CH2:30][CH2:31][CH2:32][CH3:33])[CH2:34][CH2:35][CH2:36][CH3:37])[CH2:38][CH2:39][CH3:40].[CH2:41]([N+:42]([CH2:43][CH2:44][CH2:45][CH3:46])([CH2:47][CH2:48][CH2:49][CH3:50])[CH2:51][CH2:52][CH2:53][CH3:54])[CH2:55][CH2:56][CH3:57].[CH2:58]([N+:59]([CH2:60][CH2:61][CH2:62][CH3:63])([CH2:64][CH2:65][CH2:66][CH3:67])[CH2:68][CH2:69][CH2:70][CH3:71])[CH2:72][CH2:73][CH3:74].[CH3:80][CH2:81][OH:82].[CH:11]([O:12][CH2:13][CH3:14])([O:15][CH2:16][CH3:17])[O:18][CH2:19][CH3:20].[Na+:79].[O-:75][C:76]([OH:77])=[O:78]>>[Br:1][c:2]1[cH:3][c:4]([CH:11]([O:15][CH2:16][CH3:17])[O:18][CH2:19][CH3:20])[cH:7][cH:8][c:9]1[F:10].